This data is from the Open Reaction Database (ORD), a public repository of structured organic reaction records. The task is: describe an organic reaction: reactants, conditions, products, and yield Starting materials: O=[N+]([O-])c1ccc2c(c1)Cc1cccc(Br)c1S2, CC(=O)O. Yields the product Nc1ccc2c(c1)Cc1cccc(Br)c1S2. As a reaction SMILES: [Br:1][c:2]1[c:3]2[c:12]([cH:13][cH:14][cH:15]1)[CH2:11][c:10]1[c:5]([cH:6][cH:7][c:8]([N+:16]([O-:17])=[O:18])[cH:9]1)[S:4]2.[CH3:19][C:20](=[O:21])[OH:22]>>[Br:1][c:2]1[c:3]2[c:12]([cH:13][cH:14][cH:15]1)[CH2:11][c:10]1[c:5]([cH:6][cH:7][c:8]([NH2:16])[cH:9]1)[S:4]2. The reactants are C(C)(C)(C)OC(=O)N1C[C@@H](CCC1)CNC(OCC1=CC=CC=C1)=O (Benzyl ((S)-1-(tert-butoxycarbonyl)piperidin-3-yl)methylcarbamate), Cl (HCl), O1CCOCC1 (dioxane). Conditions: time 3 hour. The product is Cl.N1C[C@H](CCC1)CNC(OCC1=CC=CC=C1)=O (benzyl ((S)-piperidin-3-yl)methylcarbamate hydrochloride). Reaction SMILES: C(OC([N:8]1[CH2:13][CH2:12][CH2:11][C@@H:10]([CH2:14][NH:15][C:16](=[O:25])[O:17][CH2:18][C:19]2[CH:24]=[CH:23][CH:22]=[CH:21][CH:20]=2)[CH2:9]1)=O)(C)(C)C.[ClH:26].O1CCOCC1>>[ClH:26].[NH:8]1[CH2:13][CH2:12][CH2:11][C@H:10]([CH2:14][NH:15][C:16](=[O:25])[O:17][CH2:18][C:19]2[CH:24]=[CH:23][CH:22]=[CH:21][CH:20]=2)[CH2:9]1 |f:3.4|. Procedure: Benzyl ((S)-1-(tert-butoxycarbonyl)piperidin-3-yl)methylcarbamate (1.2 g, 3.54 mmol) was treated with 4.0 M HCl solution in dioxane (4.3 mL, 17.2 mmol). Formation of a white precipitate was observed. The reaction was complete after three hours. The solvent and excess HCl were removed under reduced pressure to obtain benzyl ((S)-piperidin-3-yl)methylcarbamate hydrochloride as a white solid. This solid was suspended in DMF/CH2Cl2 (3 mL/3 mL), followed by the addition of 2-(4-chloro-7-methylquinazo... The reactants are ClC1=CC(=NC=N1)N (6-chloro-pyrimidin-4-ylamine), NC=1C=CC(=NC1)OC (5-amino-2-methoxypyridine), CC(C)O (2-propanol), C(=O)([O-])[O-].[Na+].[Na+] (Na2CO3). Solvent: C(C)(=O)OCC (ethyl acetate). Reaction conditions: temperature 90 celsius, time 36 hour. Product: COC1=CC=C(C=N1)NC1=NC=NC(=C1)N (N-(6-Methoxy-pyridin-3-yl)-pyrimidine-4,6-diamine). Reaction SMILES: Cl[C:2]1[N:7]=[CH:6][N:5]=[C:4]([NH2:8])[CH:3]=1.[NH2:9][C:10]1[CH:11]=[CH:12][C:13]([O:16][CH3:17])=[N:14][CH:15]=1.CC(O)C.C([O-])([O-])=O.[Na+].[Na+]>C(OCC)(=O)C>[CH3:17][O:16][C:13]1[N:14]=[CH:15][C:10]([NH:9][C:2]2[CH:3]=[C:4]([NH2:8])[N:5]=[CH:6][N:7]=2)=[CH:11][CH:12]=1 |f:3.4.5|. Procedure: A mixture of 6-chloro-pyrimidin-4-ylamine (0.65 g, 5 mmol), 5-amino-2-methoxypyridine (0.62 g, 5 mmol) and 2-propanol (5 mL) is shaken for 36 h at 90° C. After cooling to room temperature, the reaction mixture is distributed between half-saturated Na2CO3-solution and ethyl acetate. The organic layer is dried over Na2SO4 and evaporated. The solid residue is washed consecutively with CH3OH, ethyl acetate and CH2Cl2 and dried in vacuo. The reactants are O=C([O-])[O-], Cc1ccccc1, [Cs+], [Cs+], [Cu]I, COc1ccc(I)cc1, c1cnc2c(c1)ccc1cccnc12, OCc1ccccn1. Yields the product COc1ccc(OCc2ccccn2)cc1. Reaction SMILES: [C:15](=[O:16])([O-:17])[O-:18].[CH3:40][c:41]1[cH:42][cH:43][cH:44][cH:45][cH:46]1.[Cs+:19].[Cs+:20].[Cu:38][I:39].[I:21][c:22]1[cH:23][cH:24][c:25]([O:28][CH3:29])[cH:26][cH:27]1.[cH:1]1[cH:2][c:3]2[cH:4][cH:5][c:6]3[c:7]([c:8]2[n:9][cH:10]1)[n:11][cH:12][cH:13][cH:14]3.[n:30]1[c:31]([CH2:36][OH:37])[cH:32][cH:33][cH:34][cH:35]1>>[c:22]1([O:37][CH2:36][c:31]2[n:30][cH:35][cH:34][cH:33][cH:32]2)[cH:23][cH:24][c:25]([O:28][CH3:29])[cH:26][cH:27]1. The reactants are C1CCNCC1, C1CCOC1, COCCOCOc1cccc(I)c1, C#C[Si](C)(C)C, [I-], c1ccc(P(c2ccccc2)(c2ccccc2)[Pd](P(c2ccccc2)(c2ccccc2)c2ccccc2)(P(c2ccccc2)(c2ccccc2)c2ccccc2)P(c2ccccc2)(c2ccccc2)c2ccccc2)cc1. Product: COCCOCOc1cccc(C#C[Si](C)(C)C)c1. Reaction SMILES: [CH2:16]1[CH2:17][CH2:18][NH:19][CH2:20][CH2:21]1.[CH2:28]1[O:29][CH2:30][CH2:31][CH2:32]1.[CH3:1][O:2][CH2:3][CH2:4][O:5][CH2:6][O:7][c:8]1[cH:9][c:10]([I:14])[cH:11][cH:12][cH:13]1.[CH3:22][Si:23]([CH3:24])([CH3:25])[C:26]#[CH:27].[I-:15].[cH:33]1[cH:34][cH:35][c:36]([P:37]([Pd:38]([P:39]([c:40]2[cH:41][cH:42][cH:43][cH:44][cH:45]2)([c:46]2[cH:47][cH:48][cH:49][cH:50][cH:51]2)[c:52]2[cH:53][cH:54][cH:55][cH:56][cH:57]2)([P:58]([c:59]2[cH:60][cH:61][cH:62][cH:63][cH:64]2)([c:65]2[cH:66][cH:67][cH:68][cH:69][cH:70]2)[c:71]2[cH:72][cH:73][cH:74][cH:75][cH:76]2)[P:77]([c:78]2[cH:79][cH:80][cH:81][cH:82][cH:83]2)([c:84]2[cH:85][cH:86][cH:87][cH:88][cH:89]2)[c:90]2[cH:91][cH:92][cH:93][cH:94][cH:95]2)([c:96]2[cH:97][cH:98][cH:99][cH:100][cH:101]2)[c:102]2[cH:103][cH:104][cH:105][cH:106][cH:107]2)[cH:108][cH:109]1>>[CH3:1][O:2][CH2:3][CH2:4][O:5][CH2:6][O:7][c:8]1[cH:9][c:10]([C:27]#[C:26][Si:23]([CH3:22])([CH3:24])[CH3:25])[cH:11][cH:12][cH:13]1. The reactants are C(C)(C)(C)OC(NCC(=O)C1=CC2=C(S1)C=CC=C2)=O ((2-Benzo[b]thiophen-2-yl-2-oxo-ethyl)-carbamic acid tert-butyl ester), CCOC(=O)C (EtOAc), Cl (HCl). Solvent: O1CCOCC1 (dioxane). Conditions: time 8 hour. Product: Cl.NCC(=O)C1=CC2=C(S1)C=CC=C2 (2-amino-1-benzo[b]thiophen-2-yl-ethanone HCl salt). Yield: 94.7%. As a reaction SMILES: C(OC(=O)[NH:7][CH2:8][C:9]([C:11]1[S:15][C:14]2[CH:16]=[CH:17][CH:18]=[CH:19][C:13]=2[CH:12]=1)=[O:10])(C)(C)C.CCOC(C)=O.[ClH:27]>O1CCOCC1>[ClH:27].[NH2:7][CH2:8][C:9]([C:11]1[S:15][C:14]2[CH:16]=[CH:17][CH:18]=[CH:19][C:13]=2[CH:12]=1)=[O:10] |f:4.5|. Procedure details: (2-Benzo[b]thiophen-2-yl-2-oxo-ethyl)-carbamic acid tert-butyl ester (544 mg, 1.867 mmol) was dissolved into 3 mL of EtOAc and 10 mL of 4.0 M HCl in dioxane was added. The mixture was allowed to stir overnight with a white precipitate forming. The precipitate was triturated with 3×10 mL of EtOAc and dried under vacuum to give 400 mg, 94.7% of crude 2-amino-1-benzo[b]thiophen-2-yl-ethanone HCl salt. The material was carried on without further purification.